From a dataset of the Open Reaction Database (ORD), a public repository of structured organic reaction records. describe an organic reaction: reactants, conditions, products, and yield Starting materials: N(=NC(=O)OCC)C(=O)OCC (Diethyl azodicarboxylate), ice, OC1=C(C=CC(=C1)OCOC)C(C(CO)(C)C1=CC=C(C=C1)OCOC)CC=C ((2RS,3RS)-3-(2-hydroxy-4-methoxymethoxyphenyl)-2-(4-methoxymethoxyphenyl)-2-methyl-5-hexen-1-ol), C1(=CC=CC=C1)P(C1=CC=CC=C1)C1=CC=CC=C1 (triphenylphosphine), O (Water). The solvent is O1CCOCC1 (1,4-dioxane). Conditions: time 20 minute. The product is COCOC1=CC=C2C(C(COC2=C1)(C)C1=CC=C(C=C1)OCOC)CC=C ((3RS,4RS)-7-methoxymethoxy-3-(4-methoxymethoxyphenyl)-3-methyl-4-(2-propenyl)chroman). Yield: 98.6%. Reaction SMILES: N(C(OCC)=O)=NC(OCC)=O.[OH:13][C:14]1[CH:19]=[C:18]([O:20][CH2:21][O:22][CH3:23])[CH:17]=[CH:16][C:15]=1[CH:24]([CH2:39][CH:40]=[CH2:41])[C:25]([C:29]1[CH:34]=[CH:33][C:32]([O:35][CH2:36][O:37][CH3:38])=[CH:31][CH:30]=1)([CH3:28])[CH2:26]O.C1(P(C2C=CC=CC=2)C2C=CC=CC=2)C=CC=CC=1.O>O1CCOCC1>[CH3:23][O:22][CH2:21][O:20][C:18]1[CH:19]=[C:14]2[C:15]([CH:24]([CH2:39][CH:40]=[CH2:41])[C:25]([C:29]3[CH:30]=[CH:31][C:32]([O:35][CH2:36][O:37][CH3:38])=[CH:33][CH:34]=3)([CH3:26])[CH2:28][O:13]2)=[CH:16][CH:17]=1. Procedure: Diethyl azodicarboxylate (5.94 ml) was added dropwise to an ice-cold solution of (2RS,3RS)-3-(2-hydroxy-4-methoxymethoxyphenyl)-2-(4-methoxymethoxyphenyl)-2-methyl-5-hexen-1-ol (6.9 g) and triphenylphosphine (11.24 g) in anhydrous 1,4-dioxane (120 ml) over 25 minutes under nitrogen atmosphere. The reaction mixture was stirred for 20 minutes at room temperature. Water was added to the reaction mixture, which was then extracted twice with ethyl acetate. The combined organic layers were dried over ...